From a dataset of the Open Reaction Database (ORD), a public repository of structured organic reaction records. describe an organic reaction: reactants, conditions, products, and yield Run in C1(=CC=CC=C1)C (toluene). Reactants: BrC=1C=C2C=C(C=NC2=CC1)C(C)=O (1-(6-bromoquinolin-3-yl)ethanone), COC(C=P(C1=CC=CC=C1)(C1=CC=CC=C1)C1=CC=CC=C1)=O (methyl(triphenylphosphoranylidene)acetate), C1(=CC=CC=C1)P(C1=CC=CC=C1)(C1=CC=CC=C1)=CC(=O)[O-] ((triphenylphosphoranylidene)acetate). RXN SMILES: [Br:1][C:2]1[CH:3]=[C:4]2[C:9](=[CH:10][CH:11]=1)[N:8]=[CH:7][C:6]([C:12](=O)[CH3:13])=[CH:5]2.[CH3:15][O:16][C:17](=[O:38])[CH:18]=P(C1C=CC=CC=1)(C1C=CC=CC=1)C1C=CC=CC=1.C1(P(=CC([O-])=O)(C2C=CC=CC=2)C2C=CC=CC=2)C=CC=CC=1>C1(C)C=CC=CC=1>[Br:1][C:2]1[CH:3]=[C:4]2[C:9](=[CH:10][CH:11]=1)[N:8]=[CH:7][C:6]([C:12]([CH3:13])=[CH:18][C:17]([O:16][CH3:15])=[O:38])=[CH:5]2. Procedure: To a 500 mL RBF containing 6-bromoquinoline-3-carboxylic acid (1.0 g, 4.0 mmol) was added THF (15 mL) and the mixture was allowed to stir at 23° C. for 2 min. At this time, 4-methylmorpholine (1.3 ml, 12 mmol) and 2-chloro-4,6-dimethoxy-1,3,5-triazine (1.0 g, 6.0 mmol) were added in single portions. The reaction was allowed to stir for 1 h and then N,O-dimethylhydroxylamine HCl (0.43 g, 4.4 mmol) was added in one portion. The reaction was allowed to stir overnight and the diluted with water. It ... The product is BrC=1C=C2C=C(C=NC2=CC1)C(=CC(=O)OC)C (methyl 3-(6-bromoquinolin-3-yl)but-2-enoate). Starting materials: F[B-](F)(F)F.C(C1=CC=CC=C1)OC=1C=C(C(OCC)=N)C=CC1 (ethyl m-benzyloxybenzimidate tetrafluoroborate), N (ammonia). Run in C(C)O (ethanol). Conditions: temperature -70 celsius, time 69 hour. Product: F[B-](F)(F)F.C(C1=CC=CC=C1)OC=1C=C(C(=N)N)C=CC1 (m-benzyloxybenzamidine tetrafluoroborate). As a reaction SMILES: [F:1][B-:2]([F:5])([F:4])[F:3].[CH2:6]([O:13][C:14]1[CH:15]=[C:16]([CH:22]=[CH:23][CH:24]=1)[C:17](=[NH:21])OCC)[C:7]1[CH:12]=[CH:11][CH:10]=[CH:9][CH:8]=1.[NH3:25]>C(O)C>[F:1][B-:2]([F:5])([F:4])[F:3].[CH2:6]([O:13][C:14]1[CH:15]=[C:16]([CH:22]=[CH:23][CH:24]=1)[C:17]([NH2:21])=[NH:25])[C:7]1[CH:8]=[CH:9][CH:10]=[CH:11][CH:12]=1 |f:0.1,4.5|. Procedure: A suspension of 8.57 g of ethyl m-benzyloxybenzimidate tetrafluoroborate in ethanol (120 ml) was cooled to −70° C. and then treated with liquid ammonia (100 ml). The cooling bath was removed and the reaction mixture stirred for 69 h until the reaction was complete (TLC analysis). The solvent was removed in vacuo to give the desired m-benzyloxybenzamidine tetrafluoroborate as a white solid, mp 125°-127° C., that was essentially pure and used without further purification in the next step. Reactants: Cl.ClC=1C2=C(N=CN1)C=C(N2)C2=CC=C(C(=O)OCC)C=C2 (ethyl 4-(4-chloro-5H-pyrrolo[3,2-d]pyrimidin-6-yl)benzoate hydrochloride), CC=1C=C(N)C=CC1OC=1C=NC(=CC1)C (3-methyl-4-[(6-methylpyridin-3-yl)oxy]aniline), C(C)(C)N(CC)C(C)C (diisopropylethylamine), CN1C(CCC1)=O (1-methyl-2-pyrrolidinone). Run in C(C)(=O)OCC (ethyl acetate), O (water). Conditions: temperature 140 celsius, time 3 hour. Yields the product Cl.CC=1C=C(C=CC1OC=1C=NC(=CC1)C)NC=1C2=C(N=CN1)C=C(N2)C2=CC=C(C(=O)O)C=C2 (4-[4-({3-methyl-4-[(6-methylpyridin-3-yl)oxy]phenyl}amino)-5H-pyrrolo[3,2-d]pyrimidin-6-yl]benzoic acid hydrochloride). Yield: 57.7%. RXN SMILES: Cl.[Cl:2][C:3]1[C:4]2[NH:11][C:10]([C:12]3[CH:22]=[CH:21][C:15]([C:16]([O:18]CC)=[O:17])=[CH:14][CH:13]=3)=[CH:9][C:5]=2[N:6]=[CH:7][N:8]=1.[CH3:23][C:24]1[CH:25]=[C:26]([CH:28]=[CH:29][C:30]=1[O:31][C:32]1[CH:33]=[N:34][C:35]([CH3:38])=[CH:36][CH:37]=1)[NH2:27].C(N(C(C)C)CC)(C)C.CN1CCCC1=O>C(OCC)(=O)C.O>[ClH:2].[CH3:23][C:24]1[CH:25]=[C:26]([NH:27][C:3]2[C:4]3[NH:11][C:10]([C:12]4[CH:13]=[CH:14][C:15]([C:16]([OH:18])=[O:17])=[CH:21][CH:22]=4)=[CH:9][C:5]=3[N:6]=[CH:7][N:8]=2)[CH:28]=[CH:29][C:30]=1[O:31][C:32]1[CH:33]=[N:34][C:35]([CH3:38])=[CH:36][CH:37]=1 |f:0.1,7.8|. Procedure details: A mixture of ethyl 4-(4-chloro-5H-pyrrolo[3,2-d]pyrimidin-6-yl)benzoate hydrochloride (1.297 g), 3-methyl-4-[(6-methylpyridin-3-yl)oxy]aniline (1.00 g), diisopropylethylamine (0.834 g) and 1-methyl-2-pyrrolidinone (12.5 mL) was stirred at 140° C. for 3 hrs, poured into water (100 mL)-ethyl acetate (150 mL) and the precipitated solid was collected by filtration. The solid washed with ethyl acetate and dried under reduced pressure at 60° C. The obtained solid was suspended in methanol (40 mL), and... Starting materials: BrC=1C=NC=2N(C1)N=C(C2)C(=O)O (6-bromo-pyrazolo[1,5-a]pyrimidine-2-carboxylic acid), CC1NCCC2=CC=C(C=C12)C=1C=NC=CC1 (1-Methyl-7-pyridin-3-yl-1,2,3,4-tetrahydro-isoquinoline). Product: BrC=1C=NC=2N(C1)N=C(C2)C(=O)N2C(C1=CC(=CC=C1CC2)C=2C=NC=CC2)C ((6-Bromo-pyrazolo[1,5-a]pyrimidin-2-yl)-(1-methyl-7-pyridin-3-yl-3,4-dihydro-1H-isoquinolin-2-yl)-methanone). RXN SMILES: [Br:1][C:2]1[CH:3]=[N:4][C:5]2[N:6]([N:8]=[C:9]([C:11]([OH:13])=O)[CH:10]=2)[CH:7]=1.[CH3:14][CH:15]1[C:24]2[C:19](=[CH:20][CH:21]=[C:22]([C:25]3[CH:26]=[N:27][CH:28]=[CH:29][CH:30]=3)[CH:23]=2)[CH2:18][CH2:17][NH:16]1>>[Br:1][C:2]1[CH:3]=[N:4][C:5]2[N:6]([N:8]=[C:9]([C:11]([N:16]3[CH2:17][CH2:18][C:19]4[C:24](=[CH:23][C:22]([C:25]5[CH:26]=[N:27][CH:28]=[CH:29][CH:30]=5)=[CH:21][CH:20]=4)[CH:15]3[CH3:14])=[O:13])[CH:10]=2)[CH:7]=1. Procedure details: In close analogy to the procedure described in Example 1, 6-bromo-pyrazolo[1,5-a]pyrimidine-2-carboxylic acid is reacted with 1-Methyl-7-pyridin-3-yl-1,2,3,4-tetrahydro-isoquinoline to provide the title compound in moderate yield. Reactants: FC1=CC=C(C=C1)C(CC=O)C1=CC=C(C=C1)F (3,3-bis(4-fluorophenyl)propanal), C(C1=CC=CC=C1)NCCC1=NC=CC=N1 (N-benzyl-2-(pyrimidin-2-yl)ethanamine), C(C)(=O)O (acetic acid), [BH-](OC(=O)C)(OC(=O)C)OC(=O)C.[Na+] (NaBH(OAc)3). The solvent is ClCCCl (DCE). Product: C(C1=CC=CC=C1)N(CCC(C1=CC=C(C=C1)F)C1=CC=C(C=C1)F)CCC1=NC=CC=N1 (N-benzyl-3,3-bis(4-fluorophenyl)-N-(2-(pyrimidin-2-yl)ethyl)propan-1-amine). Reaction SMILES: [F:1][C:2]1[CH:7]=[CH:6][C:5]([CH:8]([C:12]2[CH:17]=[CH:16][C:15]([F:18])=[CH:14][CH:13]=2)[CH2:9][CH:10]=O)=[CH:4][CH:3]=1.[CH2:19]([NH:26][CH2:27][CH2:28][C:29]1[N:34]=[CH:33][CH:32]=[CH:31][N:30]=1)[C:20]1[CH:25]=[CH:24][CH:23]=[CH:22][CH:21]=1.C(O)(=O)C.[BH-](OC(C)=O)(OC(C)=O)OC(C)=O.[Na+]>ClCCCl>[CH2:19]([N:26]([CH2:27][CH2:28][C:29]1[N:30]=[CH:31][CH:32]=[CH:33][N:34]=1)[CH2:10][CH2:9][CH:8]([C:12]1[CH:17]=[CH:16][C:15]([F:18])=[CH:14][CH:13]=1)[C:5]1[CH:6]=[CH:7][C:2]([F:1])=[CH:3][CH:4]=1)[C:20]1[CH:21]=[CH:22][CH:23]=[CH:24][CH:25]=1 |f:3.4|. Procedure details: To a solution of 3,3-bis(4-fluorophenyl)propanal (0.908 g, 3.69 mmol) in DCE (12 mL) at room temperature was added N-benzyl-2-(pyrimidin-2-yl)ethanamine (0.704 g, 3.30 mmol), acetic acid (0.208 g, 3.46 mmol) (0.20 mL). and NaBH(OAc)3 (0.834 g, 3.94 mmol) The reaction mixture was stirred at room temperature for 3 h, quenched with 5 M NaOH (1×), diluted with EtOAc, washed with brine (1×), dried over MgSO4, filtered, and concentrated. Purification by flash column chromatography on silica gel (elute... Yield: 29.0%. Reactants: C(C)(C)(C)OC(N(C1=C(C=CC(=C1)C)SC1=CC=C(C=C1)O)C1=NC=NC2=NC(=NC=C21)SCC)=O ((7-Ethylsulfanyl-pyrimido[4,5-d]pyrimidin-4-yl)-[2-(4-hydroxy-phenylsulfanyl)-5-methyl-phenyl]-carbamic acid tert-butyl ester), C(C1=CC=CC=C1)Br (benzyl bromide), C(C1=CC=CC=C1)Br (benzyl bromide), BrCC#N (bromo-acetonitrile). Reaction SMILES: C(OC(=O)[N:7]([C:23]1[C:32]2[C:27](=[N:28][C:29]([S:33][CH2:34][CH3:35])=[N:30][CH:31]=2)[N:26]=[CH:25][N:24]=1)[C:8]1[CH:13]=[C:12]([CH3:14])[CH:11]=[CH:10][C:9]=1[S:15][C:16]1[CH:21]=[CH:20][C:19]([OH:22])=[CH:18][CH:17]=1)(C)(C)C.[CH2:37](Br)[C:38]1[CH:43]=[CH:42][CH:41]=[CH:40][CH:39]=1.BrCC#N>>[CH2:37]([O:22][C:19]1[CH:20]=[CH:21][C:16]([S:15][C:9]2[CH:10]=[CH:11][C:12]([CH3:14])=[CH:13][C:8]=2[NH:7][C:23]2[C:32]3[C:27](=[N:28][C:29]([S:33][CH2:34][CH3:35])=[N:30][CH:31]=3)[N:26]=[CH:25][N:24]=2)=[CH:17][CH:18]=1)[C:38]1[CH:43]=[CH:42][CH:41]=[CH:40][CH:39]=1. The product is C(C1=CC=CC=C1)OC1=CC=C(C=C1)SC1=C(C=C(C=C1)C)NC1=NC=NC2=NC(=NC=C21)SCC ([2-(4-Benzyloxy-phenylsulfanyl)-5-methyl-phenyl]-(7-ethylsulfanyl-pyrimido[4,5-d]pyrimidin-4-yl)-amine). Procedure: The product from Example 164 was reacted with benzyl bromide according to the procedure from Example 165 substituting benzyl bromide for bromo-acetonitrile to provide the crude product which was purified by silica gel chromatography using 98/2 dichloromethane/methanol as eluent to provide the title compound (15 mg, 29%). 1H NMR (300 MHz, DMSO-D6) δ ppm: 1.20 (t, J=7.35 Hz, 3H), 2.27 (s, 3H), 3.08 (q, J=7.35 Hz, 2H), 5.44 (s, 2H), 6.74 (d, J=8.46 Hz, 2H), 6.95 (m, 3H), 7.20 (d, J=8.46 Hz, 2H), 7.... Solvent: O (water). The yield is 24.6%. Reaction SMILES: ClCC([NH:5][C:6]1[S:7][CH:8]=[C:9]([C:11](=[N:26][O:27][CH3:28])[C:12]([NH:14][C@H:15]2[C@@H:18]([S:19][CH3:20])[N:17]([S:21]([O-:24])(=[O:23])=[O:22])[C:16]2=[O:25])=[O:13])[N:10]=1)=O.[Na+:29].CSC(=S)N.[Na]>O>[NH2:5][C:6]1[S:7][CH:8]=[C:9]([C:11](=[N:26][O:27][CH3:28])[C:12]([NH:14][C@H:15]2[C@@H:18]([S:19][CH3:20])[N:17]([S:21]([O-:24])(=[O:23])=[O:22])[C:16]2=[O:25])=[O:13])[N:10]=1.[Na+:29] |f:0.1,2.3,5.6,^1:34|. Product: NC=1SC=C(N1)C(C(=O)N[C@@H]1C(N([C@@H]1SC)S(=O)(=O)[O-])=O)=NOC.[Na+] (sodium (3R,4R)-3-[2-(2-aminothiazol-4-yl)-2-methoxyiminoacetamido]-4-methylthio-2-oxoazetidine-1-sulfonate). Procedure: To a solution of 0.250 g of sodium (3R,4R)-3-[2-(2-chloroacetamidothiazol-4-yl)-2-methoxyiminoacetamido]-4-methylthio-2-oxoazetidine-1-sulfonate in 8 ml of water is added under ice-cooling 0.078 g of sodium monomethyldithiocarbamate, and the mixture is stirred at room temperature for 1.5 hours. The same procedure as Example 3B yields 0.052 g of sodium (3R,4R)-3-[2-(2-aminothiazol-4-yl)-2-methoxyiminoacetamido]-4-methylthio-2-oxoazetidine-1-sulfonate. Starting materials: ClCC(=O)NC=1SC=C(N1)C(C(=O)N[C@@H]1C(N([C@@H]1SC)S(=O)(=O)[O-])=O)=NOC.[Na+] (sodium (3R,4R)-3-[2-(2-chloroacetamidothiazol-4-yl)-2-methoxyiminoacetamido]-4-methylthio-2-oxoazetidine-1-sulfonate), CSC(N)=S.[Na] (sodium monomethyldithiocarbamate). Run at time 1.5 hour. The reactants are sucrose ester, C(C(O)C)(=O)[O-].[Ca+2].C(C(O)C)(=O)[O-] (calcium lactate), C1=C(C=C(C(=C1S(=O)(=O)[O-])O)O)S(=O)(=O)[O-].[Na+].[Na+] (chymopapain), O (water), C([O-])([O-])=O.[K+].[K+].C(CC(O)(C(=O)O)CC(=O)O)(=O)O (potassium carbonate citric acid). Reaction conditions: temperature 39 celsius. Yields the product OC1[C@H](O)[C@@H](O)[C@H](O[C@H]2[C@H](O)[C@@H](O)[C@@H](O)[C@H](O2)CO)[C@H](O1)CO (lactose). As a reaction SMILES: [C:1]([O-:6])(=O)[CH:2]([CH3:4])[OH:3].[Ca+2].C([O-])(=O)[CH:9]([CH3:11])[OH:10].C1C(S([O-])(=O)=O)=[C:18]([OH:24])[C:17](O)=CC=1S([O-])(=O)=O.[Na+].[Na+].[C:32](=[O:35])([O-])[O-:33].[K+].[K+].C(O)(=O)C[C:40]([CH2:45][C:46]([OH:48])=[O:47])([C:42]([OH:44])=O)[OH:41].[OH2:51]>>[OH:33][CH:32]1[O:35][C@H:11]([CH2:9][OH:10])[C@@H:4]([O:48][C@@H:46]2[O:47][C@H:17]([CH2:18][OH:24])[C@H:42]([OH:44])[C@H:40]([OH:41])[C@H:45]2[OH:51])[C@H:2]([OH:3])[C@H:1]1[OH:6] |f:0.1.2,3.4.5,6.7.8.9|. Procedure details: We dissolve the 10 kg food-grade skim milk powder (fat content ≦2.0%) with 90 kg water, and then add 3000 ml 10% calcium lactate and 1000 ml chymopapain solution while stirring, when the solution's temperature is increased to 39 Celsius, keep the status for 20 min. After the above-mentioned steps, the solution's temperature soon increases to 55 Celsius. We stir to crush the curd to produce curd particles and whey and then add 100 kg 45 Celsius purified water into the container with the curd part... The reactants are CONC(=O)OC, C#CCOCCl, [H-], [Na+], C1CCOC1, O. Product: C#CCOCN(OC)C(=O)OC. As a reaction SMILES: [CH3:3][O:4][NH:5][C:6]([O:7][CH3:8])=[O:9].[Cl:10][CH2:11][O:12][CH2:13][C:14]#[CH:15].[H-:1].[Na+:2].[O:17]1[CH2:18][CH2:19][CH2:20][CH2:21]1.[OH2:16]>>[CH3:3][O:4][N:5]([C:6]([O:7][CH3:8])=[O:9])[CH2:11][O:12][CH2:13][C:14]#[CH:15].